From a dataset of the Open Reaction Database (ORD), a public repository of structured organic reaction records. describe an organic reaction: reactants, conditions, products, and yield The solvent is O (water), ClCCl (dichloromethane), ClCCl (dichloromethane). Run at time 12 hour. The reactants are C([C@H](O)[C@@H](O)C(=O)O)(=O)O (L-(+)-tartaric acid), ClC1=CC=C(C=C1)CCN(C)CCOC=1N(N=C(C1)C1=CC=C(C=C1)OC)C (3-{2-[N-(2- (4-chlorophenyl)-ethyl)-N-methylamino]-ethyloxy}-5-(-4-methoxyphenyl)-2-methylpyrazole), solution, B(Br)(Br)Br (boron tribromide). Reported procedure: 1.8 g of 3-{2-[N-(2- (4-chlorophenyl)-ethyl)-N-methylamino]-ethyloxy}-5-(-4-methoxyphenyl)-2-methylpyrazole (see Example 24) were dissolved in 100 ml of dichloromethane. 10 ml of a 1 molar solution of boron tribromide in dichloromethane were added to the solution. The reaction mixture was allowed to stand for 12 hours and then placed in water and extracted with dichloromethane. The aqueous phase was separated, rendered alkaline and extracted three times with a mixture of dichloromethane and meth... Reaction SMILES: [Cl:1][C:2]1[CH:7]=[CH:6][C:5]([CH2:8][CH2:9][N:10]([CH2:12][CH2:13][O:14][C:15]2[N:16]([CH3:28])[N:17]=[C:18]([C:20]3[CH:25]=[CH:24][C:23]([O:26]C)=[CH:22][CH:21]=3)[CH:19]=2)[CH3:11])=[CH:4][CH:3]=1.B(Br)(Br)Br.C(O)(=O)[C@@H]([C@H](C(O)=O)O)O>ClCCl.O>[Cl:1][C:2]1[CH:7]=[CH:6][C:5]([CH2:8][CH2:9][N:10]([CH2:12][CH2:13][O:14][C:15]2[N:16]([CH3:28])[N:17]=[C:18]([C:20]3[CH:21]=[CH:22][C:23]([OH:26])=[CH:24][CH:25]=3)[CH:19]=2)[CH3:11])=[CH:4][CH:3]=1. Isolated yield 66.2%. The product is ClC1=CC=C(C=C1)CCN(C)CCOC=1N(N=C(C1)C1=CC=C(C=C1)O)C (3-{2-[N-(2-(4-chlorophenyl)-ethyl)-N-methylamino]-ethyloxy}-5-(4-hydroxyphenyl)-2-methylpyrazole). RXN SMILES: [BH4-:19].[CH3:1][O:2][c:3]1[c:4](-[c:11]2[cH:12][cH:13][c:14]([O:17][CH3:18])[cH:15][cH:16]2)[cH:5][c:6]([CH:9]=[O:10])[cH:7][cH:8]1.[CH3:20][OH:21]>>[CH3:1][O:2][c:3]1[c:4](-[c:11]2[cH:12][cH:13][c:14]([O:17][CH3:18])[cH:15][cH:16]2)[cH:5][c:6]([CH2:9][OH:10])[cH:7][cH:8]1. Product: COc1ccc(-c2cc(CO)ccc2OC)cc1. The reactants are [BH4-], COc1ccc(-c2cc(C=O)ccc2OC)cc1, CO. Starting materials: Cl (HCl), C(C)(C)(C)C1=CC=C(C=O)C=C1 (4-tert-butylbenzaldehyde), FC(C1=CC=C(C=C1)CCN)(F)F (2-(4-trifluoromethyl-phenyl)-ethylamine), [BH4-].[Na+] (sodium borohydride). Solvent: CO (methanol). Conditions: time 30 minute. Yields the product C(C)(C)(C)C1=CC=C(CNCCC2=CC=C(C=C2)C(F)(F)F)C=C1 ((4-tert-butyl-benzyl)-[2-(4-trifluoromethyl-phenyl)-ethyl]-amine). The yield is 75.4%. Reaction SMILES: [C:1]([C:5]1[CH:12]=[CH:11][C:8]([CH:9]=O)=[CH:7][CH:6]=1)([CH3:4])([CH3:3])[CH3:2].[F:13][C:14]([F:25])([F:24])[C:15]1[CH:20]=[CH:19][C:18]([CH2:21][CH2:22][NH2:23])=[CH:17][CH:16]=1.[BH4-].[Na+].Cl>CO>[C:1]([C:5]1[CH:12]=[CH:11][C:8]([CH2:9][NH:23][CH2:22][CH2:21][C:18]2[CH:17]=[CH:16][C:15]([C:14]([F:13])([F:24])[F:25])=[CH:20][CH:19]=2)=[CH:7][CH:6]=1)([CH3:4])([CH3:3])[CH3:2] |f:2.3|. Reported procedure: 0.67 ml of 4-tert-butylbenzaldehyde (3.99 mmol) and 600 mg 2-(4-trifluoromethyl-phenyl)-ethylamine (2.66 mmol) were dissolved in 9 ml methanol at rt, and after stirring for 30 min at rt, were refluxed for 2.5 h. After cooling down to rt, 151 mg (3.99 mmol) sodium borohydride were added and after stirring for 5 min at rt, the reaction mixture was then refluxed for 3 h. After cooling down to rt, the reaction mixture was treated with 1 ml 1 N HCl and concentrated in vacuo. The residue was diluted w...